From a dataset of the Open Reaction Database (ORD), a public repository of structured organic reaction records. describe an organic reaction: reactants, conditions, products, and yield Starting materials: CCOC(C)=O, COC(=O)c1ccc([N+](=O)[O-])cc1Cl, [H][H]. Yields the product COC(=O)c1ccc(N)cc1Cl. As a reaction SMILES: [CH3:17][CH2:18][O:19][C:20](=[O:21])[CH3:22].[CH3:1][O:2][C:3]([c:4]1[c:5]([Cl:13])[cH:6][c:7]([N+:10]([O-:11])=[O:12])[cH:8][cH:9]1)=[O:14].[H:15][H:16]>>[CH3:1][O:2][C:3]([c:4]1[c:5]([Cl:13])[cH:6][c:7]([NH2:10])[cH:8][cH:9]1)=[O:14]. The reactants are ClC=1N=C(NC1CC)C(=O)N[C@@H]1[C@@H](CN(CC1)C=1SC(=C(N1)C(=O)O)C(=O)OCC)OC (cis(±)-2-(4-{[(4-chloro-5-ethyl-1H-imidazol-2-yl)carbonyl]amino}-3-methoxypiperidin-1-yl)-5-(ethoxycarbonyl)-1,3-thiazole-4-carboxylic acid), CCN=C=NCCCN(C)C.Cl (WSC hydrochloride), C=1C=CC2=C(C1)N=NN2O (HOBT), ClC=1N=C(NC1CC)C(=O)N[C@@H]1[C@@H](CN(CC1)C=1SC(=C(N1)C(=O)O)C(=O)OCC)OC (cis(±)-2-(4-{[(4-Chloro-5-ethyl-1H-imidazol-2-yl)carbonyl]amino}-3-methoxypiperidin-1-yl)-5-(ethoxycarbonyl)-1,3-thiazole-4-carboxylic acid), CN(CCN)C (N,N-dimethylethylenediamine). Product: ClC=1N=C(NC1CC)C(=O)N[C@@H]1[C@@H](CN(CC1)C=1SC(=C(N1)C(NCCN(C)C)=O)C(=O)OCC)OC (Ethyl cis(±)-2-(4-{[(4-chloro-5-ethyl-1H-imidazol-2-yl)carbonyl]amino}-3-methoxypiperidin-1-yl)-4-{[2-(dimethylamino)ethyl]carbamoyl}-1,3-thiazole-5-carboxylate). The yield is 83.0%. RXN SMILES: [Cl:1][C:2]1[N:3]=[C:4]([C:9]([NH:11][C@H:12]2[CH2:17][CH2:16][N:15]([C:18]3[S:19][C:20]([C:26]([O:28][CH2:29][CH3:30])=[O:27])=[C:21]([C:23](O)=[O:24])[N:22]=3)[CH2:14][C@H:13]2[O:31][CH3:32])=[O:10])[NH:5][C:6]=1[CH2:7][CH3:8].[CH3:33][N:34]([CH3:38])[CH2:35][CH2:36][NH2:37].CCN=C=NCCCN(C)C.Cl.C1C=CC2N(O)N=NC=2C=1>>[Cl:1][C:2]1[N:3]=[C:4]([C:9]([NH:11][C@H:12]2[CH2:17][CH2:16][N:15]([C:18]3[S:19][C:20]([C:26]([O:28][CH2:29][CH3:30])=[O:27])=[C:21]([C:23](=[O:24])[NH:37][CH2:36][CH2:35][N:34]([CH3:38])[CH3:33])[N:22]=3)[CH2:14][C@H:13]2[O:31][CH3:32])=[O:10])[NH:5][C:6]=1[CH2:7][CH3:8] |f:2.3|. Reported procedure: The same operation as in Example (1g) was performed using cis(±)-2-(4-{[(4-chloro-5-ethyl-1H-imidazol-2-yl)carbonyl]amino}-3-methoxypiperidin-1-yl)-5-(ethoxycarbonyl)-1,3-thiazole-4-carboxylic acid obtained by the method described in Example (50a) (65 mg, 0.13 mmol), N,N-dimethylethylenediamine (35 μL, 0.27 mmol), WSC hydrochloride (80 mg, 0.42 mmol) and HOBT (18 mg, 0.13 mmol), to obtain 61.5 mg of the title compound as a white solid (83%). Starting materials: COC(=O)C=1N=C(C2=CC(=CC=C2C1O)OC1=CC=CC=C1)C#N (1-Cyano-4-hydroxy-7-phenoxy-isoquinoline-3-carboxylic acid methyl ester), CO (methanol), Cl.Cl.C(C)OC(C[C@@H](C=1C=NC=CC1)N)=O ((S)-3-amino-3-pyridin-3-yl-propionic acid ethyl ester dihydrochloride), C[O-].[Na+] (sodium methoxide). Run at temperature 140 celsius. The product is COC(C[C@@H](C=1C=NC=CC1)NC(=O)C=1N=C(C2=CC(=CC=C2C1O)OC1=CC=CC=C1)C#N)=O (3-(S)-[(1-Cyano-4-hydroxy-7-phenoxy-isoquinoline-3-carbonyl)-amino]-3-pyridin-3-yl-propionic acid methyl ester). The yield is 56.1%. Reaction SMILES: CO[C:3]([C:5]1[N:6]=[C:7]([C:23]#[N:24])[C:8]2[C:13]([C:14]=1[OH:15])=[CH:12][CH:11]=[C:10]([O:16][C:17]1[CH:22]=[CH:21][CH:20]=[CH:19][CH:18]=1)[CH:9]=2)=[O:4].Cl.Cl.[CH2:27]([O:29][C:30](=[O:40])[CH2:31][C@H:32]([NH2:39])[C:33]1[CH:34]=[N:35][CH:36]=[CH:37][CH:38]=1)C.C[O-].[Na+].CO>>[CH3:27][O:29][C:30](=[O:40])[CH2:31][C@H:32]([NH:39][C:3]([C:5]1[N:6]=[C:7]([C:23]#[N:24])[C:8]2[C:13]([C:14]=1[OH:15])=[CH:12][CH:11]=[C:10]([O:16][C:17]1[CH:18]=[CH:19][CH:20]=[CH:21][CH:22]=1)[CH:9]=2)=[O:4])[C:33]1[CH:34]=[N:35][CH:36]=[CH:37][CH:38]=1 |f:1.2.3,4.5|. Procedure details: 1-Cyano-4-hydroxy-7-phenoxy-isoquinoline-3-carboxylic acid methyl ester (50 mg, 0.156 mmol) was combined in a CEM microwave tube (10 mL) with (S)-3-amino-3-pyridin-3-yl-propionic acid ethyl ester dihydrochloride (134 mg, 0.5 mmol) (commercially available from AstaTech 46247) and a solution of sodium methoxide in methanol (2 mL, 0.5M, 1 mmol) was added with stirring. The reaction was heated to 140° C. in the CEM microwave apparatus for approximately 90 minutes. The reaction was cooled, concentrat... Reactants: bis-phenols, OC1=CC=C(C=C1)C(C)(C)C1=CC=C(C=C1)O (2,2-bis(p-hydroxyphenyl)propane), OC1=CC=C(C=C1)CC1=CC=C(C=C1)O (bis-(p-hydroxyphenyl)methane). Product: OC=1C(=CC2=CC=CC=C2C1)O (3-hydroxy-2-naphthol). As a reaction SMILES: OC1[CH:7]=[CH:6][C:5]([C:8]([C:11]2[CH:16]=[CH:15][C:14]([OH:17])=[CH:13][CH:12]=2)(C)C)=CC=1.[OH:18]C1C=CC(CC2C=CC(O)=CC=2)=CC=1>>[OH:17][C:14]1[C:15]([OH:18])=[CH:16][C:11]2[C:12]([CH:13]=1)=[CH:7][CH:6]=[CH:5][CH:8]=2. Procedure: bis-phenols such as 2,2-bis(p-hydroxyphenyl)propane and bis-(p-hydroxyphenyl)methane Reactants: O (water), [OH-].[Na+] (sodium hydroxide), N1C(=NC2=C1C=CC=C2)C2=CC=C(C(=O)OC)C=C2 (Methyl 4-(1H-benzimidazol-2-yl)benzoate). The solvent is C1CCOC1 (THF). The product is N1C(=NC2=C1C=CC=C2)C2=CC=C(C(=O)O)C=C2 (4-(1H-Benzimidazol-2-yl)benzoic acid). Yield: 101.5%. RXN SMILES: [NH:1]1[C:5]2[CH:6]=[CH:7][CH:8]=[CH:9][C:4]=2[N:3]=[C:2]1[C:10]1[CH:19]=[CH:18][C:13]([C:14]([O:16]C)=[O:15])=[CH:12][CH:11]=1.O.[OH-].[Na+]>C1COCC1>[NH:1]1[C:5]2[CH:6]=[CH:7][CH:8]=[CH:9][C:4]=2[N:3]=[C:2]1[C:10]1[CH:19]=[CH:18][C:13]([C:14]([OH:16])=[O:15])=[CH:12][CH:11]=1 |f:2.3|. Reported procedure: Methyl 4-(1H-benzimidazol-2-yl)benzoate (Step A) (2.63 g) is stirred in THF (50 mL) and water (10 mL) with sodium hydroxide (2.08 g) at reflux for 4 hours. The solvent is evaporated and the residue treated with 2N hydrochloric acid (100 mL). The resulting suspension is collected, washed with methanol/ethyl acetate and dried to give 2.52 g of the title compound as a white solid. Reactants: CC(C)(C)OC(=O)C(CCOCc1ccccc1)C(=O)O, C1CCNCC1, Cl, c1ccncc1. As a reaction SMILES: [C:1]([CH3:2])([CH3:3])([CH3:4])[O:5][C:6]([CH:7]([C:8]([OH:9])=[O:10])[CH2:11][CH2:12][O:13][CH2:14][c:15]1[cH:16][cH:17][cH:18][cH:19][cH:20]1)=[O:21].[CH2:22]1[CH2:23][CH2:24][NH:25][CH2:26][CH2:27]1.[ClH:28].[cH:29]1[cH:30][cH:31][n:32][cH:33][cH:34]1>>[C:1]([CH3:2])([CH3:3])([CH3:4])[O:5][C:6]([C:7](=[CH2:8])[CH2:11][CH2:12][O:13][CH2:14][c:15]1[cH:16][cH:17][cH:18][cH:19][cH:20]1)=[O:21]. Product: C=C(CCOCc1ccccc1)C(=O)OC(C)(C)C. The reactants are COC(NC(C(C)C)C(=O)N1C(CC(C1)OCCOC)C=1NC(=CN1)C1=CC=C(C=C1)Br)=O ({1-[2-[5-(4-Bromo-phenyl)-1H-imidazol-2-yl]-4-(2-methoxy-ethoxy)-pyrrolidine-1-carbonyl]-2-methyl-propyl}-carbamic acid methyl ester), C(C)(C)(C)OC(=O)N1C(CC(C1)OCCOC)C=1N(C=C(N1)C1=CC=C(C=C1)Br)COCC[Si](C)(C)C (2-[4-(4-Bromo-phenyl)-1-(2-trimethylsilanyl-ethoxymethyl)-1H-imidazol-2-yl]-4-(2-methoxy-ethoxy)-pyrrolidine-1-carboxylic acid tert-butyl ester). Product: COC(NC(C(C)C)C(=O)N1C(CC(C1)OC1=NC=CN=C1)C=1NC(=CN1)C1=CC=C(C=C1)Br)=O ({1-[2[5-(4-Bromo-phenyl)-1H-imidazol-2-yl]-4-(pyrazin-2-yloxy)-pyrrolidine-1-carbonyl]-2-methyl-propyl}-carbamic acid methyl ester). As a reaction SMILES: [CH3:1][O:2][C:3](=[O:33])[NH:4][CH:5]([C:9]([N:11]1[CH2:15][CH:14]([O:16][CH2:17][CH2:18]OC)[CH2:13][CH:12]1[C:21]1[NH:22][C:23]([C:26]2[CH:31]=[CH:30][C:29]([Br:32])=[CH:28][CH:27]=2)=[CH:24][N:25]=1)=[O:10])[CH:6]([CH3:8])[CH3:7].C(OC([N:41]1CC(OCCOC)C[CH:42]1[C:51]1N(COCC[Si](C)(C)C)C=C(C2C=CC(Br)=CC=2)[N:55]=1)=O)(C)(C)C>>[CH3:1][O:2][C:3](=[O:33])[NH:4][CH:5]([C:9]([N:11]1[CH2:15][CH:14]([O:16][C:17]2[CH:18]=[N:55][CH:51]=[CH:42][N:41]=2)[CH2:13][CH:12]1[C:21]1[NH:22][C:23]([C:26]2[CH:31]=[CH:30][C:29]([Br:32])=[CH:28][CH:27]=2)=[CH:24][N:25]=1)=[O:10])[CH:6]([CH3:8])[CH3:7]. Reported procedure: Title compound was prepared according to the method employed to prepare {1-[2-[5-(4-Bromo-phenyl)-1H-imidazol-2-yl]-4-(2-methoxy-ethoxy)-pyrrolidine-1-carbonyl]-2-methyl-propyl}-carbamic acid methyl ester (Example 1), substituting 2-[4-(4-Bromo-phenyl)-1-(2-trimethylsilanyl-ethoxymethyl)-1H-imidazol-2-yl]-4-(pyrazin-2-yloxy)-pyrrolidine-1-carboxylic acid tert-butyl ester (94 mg) for 2-[4-(4-Bromo-phenyl)-1-(2-trimethylsilanyl-ethoxymethyl)-1H-imidazol-2-yl]-4-(2-methoxy-ethoxy)-pyrrolidine-1-car... Starting materials: [NH+]1(CCOCC1)[O-] (Morpholine-N-oxide), 3A, BrC1=CC(=C(C=C1)CO)CC ((4-Bromo-2-ethyl-phenyl)-methanol). The reagents and catalysts are [Ru](=O)(=O)(=O)[O-].C(CC)[N+](CCC)(CCC)CCC (tetrapropylammonium perruthenate). The solvent is ClCCl (dichloromethane). Conditions: time 2 hour. Yields the product BrC1=CC(=C(C=O)C=C1)CC (4-Bromo-2-ethyl-benzaldehyde). The yield is 110.8%. RXN SMILES: [NH+]1([O-])CCOCC1.[Br:8][C:9]1[CH:14]=[CH:13][C:12]([CH2:15][OH:16])=[C:11]([CH2:17][CH3:18])[CH:10]=1>ClCCl.[Ru]([O-])(=O)(=O)=O.C([N+](CCC)(CCC)CCC)CC>[Br:8][C:9]1[CH:14]=[CH:13][C:12]([CH:15]=[O:16])=[C:11]([CH2:17][CH3:18])[CH:10]=1 |f:3.4|. Reported procedure: Morpholine-N-oxide (5.0 g, 43 mmol) was stirred in dichloromethane (30 mL) over 3A sieves 30 min under N2 atmosphere. (4-Bromo-2-ethyl-phenyl)-methanol (3.1 g, 14.4 mmol), then tetrapropylammonium perruthenate (250 mg, 0.72 mmol) was added. The solution was stirred 2 h then filtered through a plug of silica. The silica was washed with 30% ethyl acetate in hexanes, and the organics were pooled. The solution was concentrated in vacuo to give a light yellow oil (3.4 g). Reactants: C[O-].[Na+] (sodium methoxide), Cl[Cu].C=1C=CC=2C(C1)=C3NC2N=C4C=5C=CC=CC5C(=N4)N=C6C=7C=CC=CC7C(N6)=NC=8C=9C=CC=CC9C(=N3)N8 (mono-chloro-copper phthalocyanine). Product: C1=CC=C2C(=C1)C3=NC4=NC(=NC5=NC(=NC6=NC(=NC2=N3)C7=CC=CC=C76)C8=CC=CC=C85)C9=CC=CC=C94.[Cu] (copper phthalocyanine). RXN SMILES: C[O-].[Na+].Cl[Cu:5].[CH:6]1[CH:7]=[CH:8][C:9]2[C:10](=[C:12]3[N:44]=[C:43]4[N:45]=[C:36]([C:37]5[CH:38]=[CH:39][CH:40]=[CH:41][C:42]=54)[N:35]=[C:33]4[NH:34][C:26]([C:27]5[CH:28]=[CH:29][CH:30]=[CH:31][C:32]=54)=[N:25][C:23]4=[N:24][C:16]([C:17]5[CH:18]=[CH:19][CH:20]=[CH:21][C:22]=54)=[N:15][C:14]=2[NH:13]3)[CH:11]=1>>[CH:6]1[CH:11]=[C:10]2[C:12]3[N:13]=[C:14]([C:9]2=[CH:8][CH:7]=1)[N:15]=[C:16]1[C:17]2[C:22]([C:23](=[N:24]1)[N:25]=[C:26]1[C:27]4[C:32]([C:33](=[N:34]1)[N:35]=[C:36]1[C:37]5[C:42]([C:43](=[N:45]1)[N:44]=3)=[CH:41][CH:40]=[CH:39][CH:38]=5)=[CH:31][CH:30]=[CH:29][CH:28]=4)=[CH:21][CH:20]=[CH:19][CH:18]=2.[Cu:5] |f:0.1,2.3,4.5|. Procedure: After the addition of sodium methoxide add 1.5 grams pigmentary mono-chloro-copper phthalocyanine. Finally raise the temperature to reflux and reflux 8 hours. After reflux, filter, wash with methanol and then water. The pigment is purified in the manner of Example 7 to give 28 grams of pigmentary alpha copper phthalocyanine. The reactants are C[Si](C)(C)C=[N+]=[N-], CO, CC(C)(SCC(=O)c1cc(F)cc(F)c1)C(=O)O, O. The product is COC(=O)C(C)(C)SCC(=O)c1cc(F)cc(F)c1. Reaction SMILES: [CH3:19][Si:20]([CH:21]=[N+:22]=[N-:23])([CH3:24])[CH3:25].[CH3:26][OH:27].[F:1][c:2]1[cH:3][c:4]([C:9]([CH2:10][S:11][C:12]([C:13](=[O:14])[OH:15])([CH3:16])[CH3:17])=[O:18])[cH:5][c:6]([F:8])[cH:7]1.[OH2:28]>>[F:1][c:2]1[cH:3][c:4]([C:9]([CH2:10][S:11][C:12]([C:13](=[O:14])[O:15][CH3:19])([CH3:16])[CH3:17])=[O:18])[cH:5][c:6]([F:8])[cH:7]1.